Dataset: the Open Reaction Database (ORD), a public repository of structured organic reaction records. Task: describe an organic reaction: reactants, conditions, products, and yield Starting materials: BrC1=CC=C(CBr)C=C1 (4-bromobenzyl bromide), N1CCNCC1 (piperazine). Solvent: C1CCOC1 (THF). The product is BrC1=CC=C(CN2CCNCC2)C=C1 (1-(4-bromobenzyl)piperazine). Reaction SMILES: [Br:1][C:2]1[CH:9]=[CH:8][C:5]([CH2:6]Br)=[CH:4][CH:3]=1.[NH:10]1[CH2:15][CH2:14][NH:13][CH2:12][CH2:11]1>C1COCC1>[Br:1][C:2]1[CH:9]=[CH:8][C:5]([CH2:6][N:10]2[CH2:15][CH2:14][NH:13][CH2:12][CH2:11]2)=[CH:4][CH:3]=1. Procedure details: Synthesized according to General Procedure A: 4-bromobenzyl bromide (4{9}, 7 g, 28.0 mmol, 1 equiv.), piperazine (14.5 g, 168.0 mmol, 6 equiv.), THF (61.2 mL). Purification with flash column chromatography on silica gel (4:1 EtOAc:MeOH) afforded 5{9} (6.73 g, 94%) as a white solid. 1H-NMR (400 MHz, CDCl3): δ 7.42 (d, 2H, J=8.4 Hz) 7.19 (d, 2H, J=8.4 Hz), 3.42 (s, 2H) 2.87 (t, 4H, J=4.8 Hz), 2.38 (br s, 4H), 2.07 (br s, 1H). 13C-NMR (100 MHz, CDCl3): δ 137.1, 131.3, 130.9, 120.8, 62.8, 54.2, 45.9... Starting materials: Compound II, CN(NC(NCC1=CC=CC2=CC=CC=C12)=O)CC(=O)O (2-(1-methyl-2-(naphthalen-1-ylmethylcarbamoyl)hydrazinyl)acetic acid), N[C@@H](CCCCNC(OC(C)(C)C)=O)C(=O)N(CC=1C=CC=C2C=CC=NC12)[C@H](C(OCC)OCC)C (tert-butyl (S)-5-amino-6-(((S)-1,1-diethoxypropan-2-yl)(quinolin-8-ylmethyl)amino)-6-oxohexylcarbamate). Product: C(C)OC([C@H](C)N(C([C@H](CCCCNC(OC(C)(C)C)=O)NC(CN(NC(NCC1=CC=CC2=CC=CC=C12)=O)C)=O)=O)CC=1C=CC=C2C=CC=NC12)OCC (tert-butyl (S)-6-(((S)-1,1-diethoxypropan-2-yl)(quinolin-8-ylmethyl)amino)-5-(2-(1-methyl-2-(naphthalen-1-ylmethylcarbamoyl)hydrazinyl)acetamido)-6-oxohexylcarbamate). As a reaction SMILES: [CH3:1][N:2]([CH2:18][C:19]([OH:21])=O)[NH:3][C:4](=[O:17])[NH:5][CH2:6][C:7]1[C:16]2[C:11](=[CH:12][CH:13]=[CH:14][CH:15]=2)[CH:10]=[CH:9][CH:8]=1.[NH2:22][C@H:23]([C:36]([N:38]([C@@H:50]([CH3:58])[CH:51]([O:55][CH2:56][CH3:57])[O:52][CH2:53][CH3:54])[CH2:39][C:40]1[CH:41]=[CH:42][CH:43]=[C:44]2[C:49]=1[N:48]=[CH:47][CH:46]=[CH:45]2)=[O:37])[CH2:24][CH2:25][CH2:26][CH2:27][NH:28][C:29](=[O:35])[O:30][C:31]([CH3:34])([CH3:33])[CH3:32]>>[CH2:56]([O:55][CH:51]([O:52][CH2:53][CH3:54])[C@@H:50]([N:38]([CH2:39][C:40]1[CH:41]=[CH:42][CH:43]=[C:44]2[C:49]=1[N:48]=[CH:47][CH:46]=[CH:45]2)[C:36](=[O:37])[C@@H:23]([NH:22][C:19](=[O:21])[CH2:18][N:2]([CH3:1])[NH:3][C:4](=[O:17])[NH:5][CH2:6][C:7]1[C:16]2[C:11](=[CH:12][CH:13]=[CH:14][CH:15]=2)[CH:10]=[CH:9][CH:8]=1)[CH2:24][CH2:25][CH2:26][CH2:27][NH:28][C:29](=[O:35])[O:30][C:31]([CH3:33])([CH3:34])[CH3:32])[CH3:58])[CH3:57]. Procedure: According to the procedure described in the synthesis method of Compound II-15, 2-(1-methyl-2-(naphthalen-1-ylmethylcarbamoyl)hydrazinyl)acetic acid (Compound VI-8) 83 mg (0.29 mmol) was coupled with tert-butyl (S)-5-amino-6-(((S)-1,1-diethoxypropan-2-yl)(quinolin-8-ylmethyl)amino)-6-oxohexylcarbamate (Compound IV-14) 100 mg (0.19 mmol) to obtain the title compound. Reactants: CO, COC(=O)c1snnc1C, Cl, [Na+], [OH-]. The product is Cc1nnsc1C(=O)O. As a reaction SMILES: [CH3:12][OH:13].[CH3:1][O:2][C:3](=[O:4])[c:5]1[c:6]([CH3:10])[n:7][n:8][s:9]1.[ClH:11].[Na+:15].[OH-:14]>>[O:2]=[C:3]([OH:4])[c:5]1[c:6]([CH3:10])[n:7][n:8][s:9]1. Reactants: C(=O)(OCC)C1=CC=C(C=C1)CCNCC(C=1N=C(SC1)NC(C1=CC=CC=C1)=O)O (N-[2-(4-carboethoxyphenyl)ethyl]-2-hydroxy-2-(2-benzoylamino-thiazol-4-yl)ethanamine), [OH-].[Na+] (sodium hydroxide). Product: C(=O)(O)C1=CC=C(C=C1)CCNCC(C=1N=C(SC1)NC(C1=CC=CC=C1)=O)O (N-[2-(4-Carboxyphenyl)ethyl]-2-hydroxy-2-(2-benzoylamino-thiazol-4-yl)ethanamine). As a reaction SMILES: [C:1]([C:6]1[CH:11]=[CH:10][C:9]([CH2:12][CH2:13][NH:14][CH2:15][CH:16]([OH:31])[C:17]2[N:18]=[C:19]([NH:22][C:23](=[O:30])[C:24]3[CH:29]=[CH:28][CH:27]=[CH:26][CH:25]=3)[S:20][CH:21]=2)=[CH:8][CH:7]=1)([O:3]CC)=[O:2].[OH-].[Na+]>>[C:1]([C:6]1[CH:7]=[CH:8][C:9]([CH2:12][CH2:13][NH:14][CH2:15][CH:16]([OH:31])[C:17]2[N:18]=[C:19]([NH:22][C:23](=[O:30])[C:24]3[CH:29]=[CH:28][CH:27]=[CH:26][CH:25]=3)[S:20][CH:21]=2)=[CH:10][CH:11]=1)([OH:3])=[O:2] |f:1.2|. Procedure details: Prepared analogously to Example 2 by reaction of N-[2-(4-carboethoxyphenyl)ethyl]-2-hydroxy-2-(2-benzoylamino-thiazol-4-yl)ethanamine with 1N sodium hydroxide solution, followed by purification of the crude product on a silica gel column using chloroform/methanol=1:1 and trituration with water/ethanol=9:1. Reactants: CN1C(=CC2=CC=CC(=C12)CN1C(NC2=C1C=CC=C2)=O)C (1-(1,2-dimethyl-1H-indol-7-ylmethyl)-1,3-dihydro-benzimidazol-2-one), C(C=C)(=O)OC (methyl acrylate), [OH-].C(C1=CC=CC=C1)[N+](C)(C)C (benzyltrimethyl ammonium hydroxide), CO (MeOH). Run in O (water), CN(C)C=O (DMF). The product is COC(CCN1C(N(C2=C1C=CC=C2)CC=2C=CC=C1C=C(N(C21)C)C)=O)=O (3-[3-(1,2-dimethyl-1H-indol-7-ylmethyl)-2-oxo-2,3-dihydro-benzimidazol-1-yl]-propionic acid methyl ester). The yield is 41.1%. RXN SMILES: [CH3:1][N:2]1[C:10]2[C:5](=[CH:6][CH:7]=[CH:8][C:9]=2[CH2:11][N:12]2[C:16]3[CH:17]=[CH:18][CH:19]=[CH:20][C:15]=3[NH:14][C:13]2=[O:21])[CH:4]=[C:3]1[CH3:22].[C:23]([O:27][CH3:28])(=[O:26])[CH:24]=[CH2:25].[OH-].C([N+](C)(C)C)C1C=CC=CC=1.CO>CN(C=O)C.O>[CH3:28][O:27][C:23](=[O:26])[CH2:24][CH2:25][N:14]1[C:15]2[CH:20]=[CH:19][CH:18]=[CH:17][C:16]=2[N:12]([CH2:11][C:9]2[CH:8]=[CH:7][CH:6]=[C:5]3[C:10]=2[N:2]([CH3:1])[C:3]([CH3:22])=[CH:4]3)[C:13]1=[O:21] |f:2.3|. Reported procedure: To a solution of 1-(1,2-dimethyl-1H-indol-7-ylmethyl)-1,3-dihydro-benzimidazol-2-one (170 mg, 0.58 mmol) in DMF (3.0 mL) are added methyl acrylate (0.06 mL, 0.6 mmol) and 40% benzyltrimethyl ammonium hydroxide in MeOH (0.06 mL, 0.15 mmol). The resulting mixture is stirred at room temperature for 18 h after which time water (20 mL) was added. The mixture is extracted with EtOAc (3×50 mL) and the organic layers are combined, dried over MgSO4 and concentrated to give crude product. Purification by ... Reactants: C(C)OC(CCC(=O)C1=CC=C(C=C1)OC)=O (4-(4-methoxy-phenyl)-4-oxo-butyric acid ethyl ester). The solvent is Br (HBr). Run at temperature 120 celsius, time 8 hour. The product is C(C)OC(CCC(=O)C1=CC=C(C=C1)O)=O (4-(4-Hydroxy-phenyl)-4-oxo-butyric acid ethyl ester). Yield: 99.0%. RXN SMILES: [CH2:1]([O:3][C:4](=[O:17])[CH2:5][CH2:6][C:7]([C:9]1[CH:14]=[CH:13][C:12]([O:15]C)=[CH:11][CH:10]=1)=[O:8])[CH3:2]>Br>[CH2:1]([O:3][C:4](=[O:17])[CH2:5][CH2:6][C:7]([C:9]1[CH:10]=[CH:11][C:12]([OH:15])=[CH:13][CH:14]=1)=[O:8])[CH3:2]. Procedure: To 4-(4-methoxy-phenyl)-4-oxo-butyric acid ethyl ester (4.5 g, 19.0 mmol) was added 48% HBr (50 mL). After overnight stirring at 120° C., the reaction was concentrated and ethanol was added several times and concentrated to obtain 4.18 g product (94%); MS m/z 223 (M+H). Product: [Si](C)(C)(C(C)(C)C)OCCCCCCCCCC1C(COC2=CC(=CC=C12)OCOC)(C)C1=CC=C(C=C1)O (4-[9-(t-butyldimethylsilyloxy)nonyl]-3-(4-hydoxyphenyl)-7-methoxymethyloxy-3-methylchroman). Starting materials: [Si](C)(C)(C(C)(C)C)OCCCCCCCC#CC1C(COC2=CC(=CC=C12)OCOC)C (4-[9-(t-butyldimethylsilyloxy)-1-nonynyl]-7-methoxymethyloxy-3-methylchroman), [Si](C)(C)(C(C)(C)C)OCCCCCCCCCC1C(COC2=CC(=CC=C12)OCOC)(C)C1=CC=C(C=C1)OCOC (4-[9-(t-butyldimethylsilyloxy)-1-nonyl]-7-methoxymethyloxy-3-(4-methoxymethyloxyphenyl)-3-methylchroman). Reaction SMILES: [Si](OCCCCCCCC#CC1C2C(=CC(OCOC)=CC=2)OCC1C)(C(C)(C)C)(C)C.[Si:33]([O:40][CH2:41][CH2:42][CH2:43][CH2:44][CH2:45][CH2:46][CH2:47][CH2:48][CH2:49][CH:50]1[C:59]2[C:54](=[CH:55][C:56]([O:60][CH2:61][O:62][CH3:63])=[CH:57][CH:58]=2)[O:53][CH2:52][C:51]1([C:65]1[CH:70]=[CH:69][C:68]([O:71]COC)=[CH:67][CH:66]=1)[CH3:64])([C:36]([CH3:39])([CH3:38])[CH3:37])([CH3:35])[CH3:34]>>[Si:33]([O:40][CH2:41][CH2:42][CH2:43][CH2:44][CH2:45][CH2:46][CH2:47][CH2:48][CH2:49][CH:50]1[C:59]2[C:54](=[CH:55][C:56]([O:60][CH2:61][O:62][CH3:63])=[CH:57][CH:58]=2)[O:53][CH2:52][C:51]1([C:65]1[CH:66]=[CH:67][C:68]([OH:71])=[CH:69][CH:70]=1)[CH3:64])([C:36]([CH3:39])([CH3:37])[CH3:38])([CH3:35])[CH3:34]. Procedure: The title compound was prepared from 3-(4-benzyloxy]phenyl)-4-[9-(t-butyldimethylsilyloxy)-1-nonynyl]-7-methoxymethyloxy-3-methylchroman according to the same method for the synthesis of 4-[9-(t-butyldimethylsilyloxy)-1-nonyl]-7-methoxymethyloxy-3-(4-methoxymethyloxyphenyl)-3-methylchroman described in International Patent Appln. No. PCT/KR97/00265. The reactants are CC(C)(C)OC(=O)NOCc1ccccc1, C1CCOC1, [H-], CCCCI, [Na+]. The product is CCCCN(OCc1ccccc1)C(=O)OC(C)(C)C. RXN SMILES: [C:1]([CH3:2])([CH3:3])([CH3:4])[O:5][C:6](=[O:7])[NH:8][O:9][CH2:10][c:11]1[cH:12][cH:13][cH:14][cH:15][cH:16]1.[CH2:24]1[O:25][CH2:26][CH2:27][CH2:28]1.[H-:17].[I:19][CH2:20][CH2:21][CH2:22][CH3:23].[Na+:18]>>[C:1]([CH3:2])([CH3:3])([CH3:4])[O:5][C:6](=[O:7])[N:8]([O:9][CH2:10][c:11]1[cH:12][cH:13][cH:14][cH:15][cH:16]1)[CH2:20][CH2:21][CH2:22][CH3:23].